Dataset: the Open Reaction Database (ORD), a public repository of structured organic reaction records. Task: describe an organic reaction: reactants, conditions, products, and yield Starting materials: O=C(C1CCN(S(=O)(=O)c2ccc(Br)cc2)CC1)N1CCNCC1, Cc1nccc(Cl)n1, CCO. Yields the product Cc1nccc(N2CCN(C(=O)C3CCN(S(=O)(=O)c4ccc(Br)cc4)CC3)CC2)n1. Reaction SMILES: [Br:9][c:10]1[cH:11][cH:12][c:13]([S:16](=[O:17])(=[O:18])[N:19]2[CH2:20][CH2:21][CH:22]([C:25](=[O:26])[N:27]3[CH2:28][CH2:29][NH:30][CH2:31][CH2:32]3)[CH2:23][CH2:24]2)[cH:14][cH:15]1.[CH3:1][c:2]1[n:3][cH:4][cH:5][c:6]([Cl:8])[n:7]1.[CH3:33][CH2:34][OH:35]>>[CH3:1][c:2]1[n:3][cH:4][cH:5][c:6]([N:30]2[CH2:29][CH2:28][N:27]([C:25]([CH:22]3[CH2:21][CH2:20][N:19]([S:16]([c:13]4[cH:12][cH:11][c:10]([Br:9])[cH:15][cH:14]4)(=[O:17])=[O:18])[CH2:24][CH2:23]3)=[O:26])[CH2:32][CH2:31]2)[n:7]1. Reactants: Cl(=O)[O-].[Na+] (sodium chlorite), Cl (HCl), Cl(=O)[O-].[Na+] (sodium chlorite), C(=O)C1=CNC2=CC(=C(C=C12)C1=CC=C(C=C1)OC)C#N (3-formyl-5-(4-methoxy-phenyl)-1H-indole-6-carbonitrile), O.P(=O)([O-])([O-])[O-].[Na+].[Na+].[Na+] (sodium phosphate monohydrate), OO (hydrogen peroxide), S(=O)([O-])[O-].[Na+].[Na+] (sodium sulfite). The solvent is CC#N (MeCN), O (water), CC#N (MeCN), O (water). Conditions: temperature 0 celsius, time 30 minute. Yields the product C(#N)C1=C(C=C2C(=CNC2=C1)C(=O)O)C1=CC=C(C=C1)OC (6-Cyano-5-(4-methoxyphenyl)-1H-indole-3-carboxylic acid). Yield: 119.7%. Reaction SMILES: Cl([O-])=O.[Na+].[CH:5]([C:7]1[C:15]2[C:10](=[CH:11][C:12]([C:24]#[N:25])=[C:13]([C:16]3[CH:21]=[CH:20][C:19]([O:22][CH3:23])=[CH:18][CH:17]=3)[CH:14]=2)[NH:9][CH:8]=1)=[O:6].O.P([O-])([O-])([O-])=[O:28].[Na+].[Na+].[Na+].OO.S([O-])([O-])=O.[Na+].[Na+].Cl>O.CC#N>[C:24]([C:12]1[CH:11]=[C:10]2[C:15]([C:7]([C:5]([OH:28])=[O:6])=[CH:8][NH:9]2)=[CH:14][C:13]=1[C:16]1[CH:17]=[CH:18][C:19]([O:22][CH3:23])=[CH:20][CH:21]=1)#[N:25] |f:0.1,3.4.5.6.7,9.10.11|. Procedure details: A solution of sodium chlorite (8.1 mg, 0.072 mmol) in water (2 mL) was added dropwise to a solution of 3-formyl-5-(4-methoxy-phenyl)-1H-indole-6-carbonitrile (50.0 mg, 0.18 mmol), sodium phosphate monohydrate (5.60 mg, 0.04 mmol) and 25% hydrogen peroxide (25.9 mg, 0.19 mmol) in MeCN (2 mL) and water (1 mL) at 0° C. The reaction mixture was stirred at 0° C. for 30 minutes, and warmed to room temperature. Additional sodium chlorite (16.2 mg, 0.144 mmol) and MeCN (5 mL) were added, and the reactio... The reactants are C[Si](Cl)(C)C (trimethylchlorosilane), Cl (hydrochloric acid), BrCC(=O)OC (methyl bromoacetate), C(C1=CC=CC=C1)=O (benzaldehyde). The reagents and catalysts are [Zn] (zinc), [Zn] (zinc). Solvent: C(C)(=O)OC(C)C (isopropyl acetate). Conditions: temperature 60 celsius, time 15 minute. The product is OC(CC(=O)OC)C1=CC=CC=C1 (Methyl 3-hydroxy-3-phenylpropionate). Reaction SMILES: C[Si](C)(C)Cl.Br[CH2:7][C:8]([O:10][CH3:11])=[O:9].[CH:12](=[O:19])[C:13]1[CH:18]=[CH:17][CH:16]=[CH:15][CH:14]=1.Cl>C(OC(C)C)(=O)C.[Zn]>[OH:19][CH:12]([C:13]1[CH:18]=[CH:17][CH:16]=[CH:15][CH:14]=1)[CH2:7][C:8]([O:10][CH3:11])=[O:9]. Reported procedure: At room temperature, a three-neck flask equipped with a reflux condenser, internal thermometer, dropping funnel and stirrer under nitrogen protective gas was initially charged with 7.6 g of zinc powder (115 mmol) in 45 ml of isopropyl acetate. After 1.83 ml of trimethylchlorosilane (14 mmol) had been added, the mixture was heated to 60° C. for 15 min, then allowed to cool to 55° C. and 16.3 g of undiluted methyl bromoacetate (107 mmol) were subsequently added dropwise within 5 min, and the tempe... Starting materials: Cc2ccc(B1OCC(C)(C)CO1)cc2 (effective_coupling_partner), COc2ccc(N1CCOCC1)c3ccccc23 (substrate). The reagents and catalysts are ICy. Conditions: temperature 120 celsius, time 12 hour. Product: Cc4ccc(c2ccc(N1CCOCC1)c3ccccc23)cc4.